Dataset: the Open Reaction Database (ORD), a public repository of structured organic reaction records. Task: describe an organic reaction: reactants, conditions, products, and yield The reactants are O=C(CBr)c1cccnc1, Br, COC(=O)c1ccc(C)c(N)c1, CCO, [Na+], O=C([O-])O. Yields the product COC(=O)c1ccc(C)c(NCC(=O)c2cccnc2)c1. Reaction SMILES: [Br:2][CH2:3][C:4](=[O:5])[c:6]1[cH:7][n:8][cH:9][cH:10][cH:11]1.[BrH:1].[CH3:12][O:13][C:14]([c:15]1[cH:16][c:17]([NH2:22])[c:18]([CH3:21])[cH:19][cH:20]1)=[O:23].[CH3:29][CH2:30][OH:31].[Na+:28].[O-:24][C:25]([OH:26])=[O:27]>>[CH2:3]([C:4](=[O:5])[c:6]1[cH:7][n:8][cH:9][cH:10][cH:11]1)[NH:22][c:17]1[cH:16][c:15]([C:14]([O:13][CH3:12])=[O:23])[cH:20][cH:19][c:18]1[CH3:21]. The reactants are FC(OC1=CC=C(C=C1)C1=CC=C2C=CN(C2=C1)C)(F)F (6-(4-trifluoromethoxyphenyl)-1-methyl-1H-indole), C(C(=O)Cl)(=O)Cl (oxalyl chloride), CO (Methanol), C([O-])(O)=O.[Na+] (sodium bicarbonate). The solvent is C1CCOC1 (THF). Run at time 2 hour. The product is FC(OC1=CC=C(C=C1)C1=CC=C2C(=CN(C2=C1)C)C(C(=O)OC)=O)(F)F (Methyl 2-[6-(4-trifluoromethoxyphenyl)-1-methyl-1H-indol-3-yl]-2-oxoacetate), solid. Yield: 50.0%. Reaction SMILES: [F:1][C:2]([F:21])([F:20])[O:3][C:4]1[CH:9]=[CH:8][C:7]([C:10]2[CH:18]=[C:17]3[C:13]([CH:14]=[CH:15][N:16]3[CH3:19])=[CH:12][CH:11]=2)=[CH:6][CH:5]=1.[C:22](Cl)(=[O:26])[C:23](Cl)=[O:24].CO.[C:30](=O)(O)[O-:31].[Na+]>C1COCC1>[F:21][C:2]([F:1])([F:20])[O:3][C:4]1[CH:5]=[CH:6][C:7]([C:10]2[CH:18]=[C:17]3[C:13]([C:14]([C:22](=[O:26])[C:23]([O:31][CH3:30])=[O:24])=[CH:15][N:16]3[CH3:19])=[CH:12][CH:11]=2)=[CH:8][CH:9]=1 |f:3.4|. Procedure details: To a solution of 6-(4-trifluoromethoxyphenyl)-1-methyl-1H-indole (0.304 g, 1.04 mmol) in dry THF (5 mL) under nitrogen at 0° C. was added oxalyl chloride (0.11 ml, 1.2 mmol). The reaction mixture was stirred at room temperature for 2 hour. The mixture was cooled in an ice bath. Methanol (1 mL) was added. The reaction mixture was stirred at room temperature for 1 hour then poured into excess sodium bicarbonate solution and extracted with ethyl acetate. The organic phase was washed with water and ...